This data is from the Open Reaction Database (ORD), a public repository of structured organic reaction records. The task is: describe an organic reaction: reactants, conditions, products, and yield Starting materials: CC(C(CC=1OC(=CC1)C(NC1=CC=CC=C1)=O)C1=CC=C(C=C1)[N+](=O)[O-])NCC1=CC2=CC=CC=C2C=C1 (N-{(1RS,2RS)-1-methyl-2-(4-nitrophenyl)3-{5-(phenylcarbamoyl)-2-furyl}propyl]-2-naphthylmethylamine), O (water), C(C)(=O)OC(C(CCC(=O)OC(C)C)C(=O)OC(C)C)C(=O)[O-] (2,4-diisopropyl 1-acetoxy-1,2,4-butanetricarboxylate), CC([O-])C.[Na+] (sodium isopropoxide). Solvent: C(C)(C)O (isopropanol). Conditions: time 1 hour. Yields the product OC(C(CCC(=O)OC(C)C)C(=O)OC(C)C)C(N(CC1=CC2=CC=CC=C2C=C1)C(C(CC=1OC(=CC1)C(NC1=CC=CC=C1)=O)C1=CC=C(C=C1)[N+](=O)[O-])C)=O (isopropyl 5-hydroxy-4-isopropoxycarbonyl-5-[N-[(1RS,2RS)-1-methyl-2-(4-nitrophenyl)-3-(5-(phenylcarbamoyl)-2-furyl}propyl]-N-(2-naphthylmethyl)carbamoyl]pentanoate). Yield: 45.0%. Reaction SMILES: [CH3:1][CH:2]([NH:28][CH2:29][C:30]1[CH:39]=[CH:38][C:37]2[C:32](=[CH:33][CH:34]=[CH:35][CH:36]=2)[CH:31]=1)[CH:3]([C:19]1[CH:24]=[CH:23][C:22]([N+:25]([O-:27])=[O:26])=[CH:21][CH:20]=1)[CH2:4][C:5]1[O:6][C:7]([C:10](=[O:18])[NH:11][C:12]2[CH:17]=[CH:16][CH:15]=[CH:14][CH:13]=2)=[CH:8][CH:9]=1.C([O:43][CH:44]([C:60]([O-])=[O:61])[CH:45]([C:54]([O:56][CH:57]([CH3:59])[CH3:58])=[O:55])[CH2:46][CH2:47][C:48]([O:50][CH:51]([CH3:53])[CH3:52])=[O:49])(=O)C.CC(C)[O-].[Na+].O>C(O)(C)C>[OH:43][CH:44]([C:60](=[O:61])[N:28]([CH:2]([CH3:1])[CH:3]([C:19]1[CH:24]=[CH:23][C:22]([N+:25]([O-:27])=[O:26])=[CH:21][CH:20]=1)[CH2:4][C:5]1[O:6][C:7]([C:10](=[O:18])[NH:11][C:12]2[CH:13]=[CH:14][CH:15]=[CH:16][CH:17]=2)=[CH:8][CH:9]=1)[CH2:29][C:30]1[CH:39]=[CH:38][C:37]2[C:32](=[CH:33][CH:34]=[CH:35][CH:36]=2)[CH:31]=1)[CH:45]([C:54]([O:56][CH:57]([CH3:59])[CH3:58])=[O:55])[CH2:46][CH2:47][C:48]([O:50][CH:51]([CH3:53])[CH3:52])=[O:49] |f:2.3|. Reported procedure: 99 mg of isopropyl 5-acetoxy-4-isopropoxycarbonyl-5-[N-[(1RS,2RS)-1-methyl-2-(4-nitrophenyl)-3-{5-(phenylcarbamoyl)-2-furyl}propyl]-N-(2-naphthylmethyl)carbamoyl]pentanoate obtained by subjecting N-{(1RS,2RS)-1-methyl-2-(4-nitrophenyl)3-{5-(phenylcarbamoyl)-2-furyl}propyl]-2-naphthylmethylamine obtained in Example 23(1) and 2,4-diisopropyl 1-acetoxy-1,2,4-butanetricarboxylate obtained in Reference Example 5 to a condensation reaction in accordance with the method of Example 24(1), was dissolved ... Starting materials: FC1=C(OCCN2CCOCC2)C=CC(=C1)[N+](=O)[O-] (4-(2-(2-fluoro-4-nitrophenoxy)ethyl)morpholine). The reagents and catalysts are [Pd] (Pd/C). Solvent: C1CCOC1 (THF). Run at time 8 hour. Yields the product FC=1C=C(N)C=CC1OCCN1CCOCC1 (3-fluoro-4-(2-morpholinoethoxy)aniline). Yield: 86.5%. RXN SMILES: [F:1][C:2]1[CH:16]=[C:15]([N+:17]([O-])=O)[CH:14]=[CH:13][C:3]=1[O:4][CH2:5][CH2:6][N:7]1[CH2:12][CH2:11][O:10][CH2:9][CH2:8]1>C1COCC1.[Pd]>[F:1][C:2]1[CH:16]=[C:15]([CH:14]=[CH:13][C:3]=1[O:4][CH2:5][CH2:6][N:7]1[CH2:8][CH2:9][O:10][CH2:11][CH2:12]1)[NH2:17]. Procedure details: A mixture of 4-(2-(2-fluoro-4-nitrophenoxy)ethyl)morpholine (1.3 g, 4.81 mmol) and Pd/C (0.4 g, 10%) in THF (12 mL) under H2 was stirred at rt overnight. The mixture was then filtered and the filtrate was concentrated in vacuo to give the title compound as yellow oil (1.00 g, 86%), the crude product was used for next step without further purification. Starting materials: BrCC1=C(C(=O)OCC)C=CN=C1Cl (ethyl 3-(bromomethyl)-2-chloroisonicotinate), Cl.C1(CCC1)OC1=C(C=C(C=N1)C(C)N)C (1-(6-cyclobutoxy-5-methylpyridin-3-yl)ethanamine hydrochloride). The product is ClC1=NC=CC2=C1CN(C2=O)C(C)C=2C=NC(=C(C2)C)OC2CCC2 (4-chloro-2-(1-(6-cyclobutoxy-5-methylpyridin-3-yl)ethyl)-2,3-dihydro-1H-pyrrolo[3,4-c]pyridin-1-one). The yield is 59.0%. As a reaction SMILES: Br[CH2:2][C:3]1[C:13]([Cl:14])=[N:12][CH:11]=[CH:10][C:4]=1[C:5]([O:7]CC)=O.Cl.[CH:16]1([O:20][C:21]2[N:26]=[CH:25][C:24]([CH:27]([NH2:29])[CH3:28])=[CH:23][C:22]=2[CH3:30])[CH2:19][CH2:18][CH2:17]1>>[Cl:14][C:13]1[C:3]2[CH2:2][N:29]([CH:27]([C:24]3[CH:25]=[N:26][C:21]([O:20][CH:16]4[CH2:19][CH2:18][CH2:17]4)=[C:22]([CH3:30])[CH:23]=3)[CH3:28])[C:5](=[O:7])[C:4]=2[CH:10]=[CH:11][N:12]=1 |f:1.2|. Procedure: The title compound is prepared in 59% yield (431 mg, pale yellow oil) from ethyl 3-(bromomethyl)-2-chloroisonicotinate (574 mg, 2.06 mmol, Step-1 of Intermediate-1) and 1-(6-cyclobutoxy-5-methylpyridin-3-yl)ethanamine hydrochloride (500 mg, 2.06 mmol, Amine-75, single enantiomer) in a similar manner to Intermediate-2. Starting materials: C(C(=C)C)(=O)OCCCCCCCCCCCC (lauryl methacrylate), C(C(=C)C)(=O)OCC(C)C (isobutyl methacrylate). The product is copolymer, CCCCCCCCCC(C)C (isododecane). Reaction SMILES: C(OC[CH2:8][CH2:9][CH2:10][CH2:11][CH2:12][CH2:13][CH2:14][CH2:15][CH2:16][CH2:17][CH3:18])(=O)C(C)=C.[C:19](OCC(C)C)(=O)C(C)=C>>[CH3:18][CH2:17][CH2:16][CH2:15][CH2:14][CH2:13][CH2:12][CH2:11][CH2:10][CH:9]([CH3:8])[CH3:19]. Procedure: 24 g of helio fast blue HG (C.I. no. 74160), 6 g of a copolymer formed from 75% of lauryl methacrylate and 25% of isobutyl methacrylate with a molecular weight of 150 000, and 210 g of isododecane are mixed for 10 hours using a bead vibrating mill. 100 g of the dispersion obtained are diluted with 100 g of isododecane and reacted with vigorous stirring over a period of 30 minutes at 25° C. with a mixture of 4.5 g of isobutyl cyanoacrylate and 1.5 g of allyl cyanoacrylate. The dispersion was stir...